This data is from the Open Reaction Database (ORD), a public repository of structured organic reaction records. The task is: describe an organic reaction: reactants, conditions, products, and yield Starting materials: C(C1=CC=CC=C1)C1CCN(CC1)CCCN (4-benzyl-1-(3-amino-n-prop-1-yl)piperidine), C(#N)C=1C=C(C=CC1)N=C=O (3-cyanophenyl isocyanate). Solvent: C1CCOC1 (THF). Conditions: time 30 minute. Product: C(#N)C=1C=C(C=CC1)NC(=O)NCCCN1CCC(CC1)CC1=CC=CC=C1 (N-(3-Cyanophenyl)-N′-[3-[4-(phenylmethyl)-1-piperidinyl]propyl]urea). Reaction SMILES: [CH2:1]([CH:8]1[CH2:13][CH2:12][N:11]([CH2:14][CH2:15][CH2:16][NH2:17])[CH2:10][CH2:9]1)[C:2]1[CH:7]=[CH:6][CH:5]=[CH:4][CH:3]=1.[C:18]([C:20]1[CH:21]=[C:22]([N:26]=[C:27]=[O:28])[CH:23]=[CH:24][CH:25]=1)#[N:19]>C1COCC1>[C:18]([C:20]1[CH:21]=[C:22]([NH:26][C:27]([NH:17][CH2:16][CH2:15][CH2:14][N:11]2[CH2:10][CH2:9][CH:8]([CH2:1][C:2]3[CH:7]=[CH:6][CH:5]=[CH:4][CH:3]=3)[CH2:13][CH2:12]2)=[O:28])[CH:23]=[CH:24][CH:25]=1)#[N:19]. Procedure: 4-benzyl-1-(3-amino-n-prop-1-yl)piperidine (300 mg, 1.29 mmol, 1 eq) was dissoved in THF at 25° C. under N2 then 3-cyanophenyl isocyanate (186 mg, 1.29 mmol, 1 eq) was added. TLC after 30 minutes shows the reaction complete. The solvent was removed in vacuo then the residue was purified over silica gel in 100% EtOAc to 8:2 chloroform/MeOHto yield 437 mg of an amber oil as product. NMR (300 MHz, DMSO-d6) δ 9.90-9.50 (m, 1H); 9.32 (s, 1H); 7.93 (s, 1H); 7.59 (d, 1H, J=7 Hz); 7.43 (t, 1H, J=7 Hz); ... Reactants: C(C=C)(=O)OC (methyl acrylate), C(CCCCCC)O (n-heptanol), C(C)(C)(C)OOC(C)(C)C (di-t-butylperoxide). Reagents/catalysts: [Br-].[Zn+2].[Br-] (zinc bromide). Run at temperature 165 celsius. Yields the product CCCCCCC1CCC(=O)O1 (γ-decalactone). RXN SMILES: [CH2:1](O)[CH2:2][CH2:3][CH2:4][CH2:5][CH2:6]C.[C:9]([O:13][CH3:14])(=[O:12])[CH:10]=[CH2:11].C(OOC(C)(C)C)(C)(C)C>[Br-].[Zn+2].[Br-]>[CH3:1][CH2:2][CH2:3][CH2:4][CH2:5][CH2:6][CH:14]1[O:13][C:9](=[O:12])[CH2:10][CH2:11]1 |f:3.4.5|. Procedure: To an autoclave (a volume of 1 L) was charged 349 g (3.0 mol) of n-heptanol and 0.06 g (0.27 mmol) of zinc bromide. The mixture was heated and stirred at 165° C. Into the mixture in this state was injected a mixed liquor of 57 g (0.66 mol) of methyl acrylate and 9.9 g (0.068 mol) of di-t-butylperoxide over 6 hours. The resulting mixture was stirred at the temperature for further 1 hour. Subsequently, unreacted n-heptanol was distilled off followed by vacuum distillation, yielding γ-decalactone. ... The reactants are SCCc1ccccc1, CC(C)CC1NC(=O)OC1CCOS(C)(=O)=O, ClCCl, C1CCOC1, [H-], [Na+]. As a reaction SMILES: [CH2:18]([CH2:19][c:20]1[cH:21][cH:22][cH:23][cH:24][cH:25]1)[SH:26].[CH2:1]([CH:2]([CH3:3])[CH3:4])[CH:5]1[NH:6][C:7](=[O:17])[O:8][CH:9]1[CH2:10][CH2:11][O:12][S:13]([CH3:14])(=[O:15])=[O:16].[CH2:29]([Cl:30])[Cl:31].[CH2:32]1[O:33][CH2:34][CH2:35][CH2:36]1.[H-:28].[Na+:27]>>[CH2:1]([CH:2]([CH3:3])[CH3:4])[CH:5]1[NH:6][C:7](=[O:17])[O:8][CH:9]1[CH2:10][CH2:11][S:26][CH2:18][CH2:19][c:20]1[cH:21][cH:22][cH:23][cH:24][cH:25]1. Yields the product CC(C)CC1NC(=O)OC1CCSCCc1ccccc1. Starting materials: Pd (OAc)2, CSC1=NC=CC(=N1)N1C=2N(CCC1)C(C=C(C2)C2=CC=CC=C2)=O (1-(2-methylsulfanyl-pyrimidin -4-yl)-8-phenyl-1,2,3,4-tetrahydro-pyrido[1,2-a]pyrimidin-6-one), C=1C=CC(=CC1)P(C=2C=CC=CC2)C3=CC=C4C=CC=CC4=C3C5=C6C=CC=CC6=CC=C5P(C=7C=CC=CC7)C=8C=CC=CC8 (BINAP), C1(=CC=CC=C1)C=1C=C2N(C(C1)=O)CCN2 (7-phenyl-2,3-dihydro-1H-imidazo[1,2-a]pyridin-5-one), CC(C)([O-])C.[Na+] (sodium tert-butoxide), ClC1=NC(=NC=C1)SC (4-chloro-2-methylthiopyrimidine). Run in C1(=CC=CC=C1)C (toluene). Product: CSC1=NC=CC(=N1)N1CCN2C1=CC(=CC2=O)C2=CC=CC=C2 (1-(2-Methylsulfanyl-pyrimidin-4-yl)-7-phenyl-2,3-dihydro-1H-imidazo[1,2-a]pyridin-5-one). As a reaction SMILES: [CH3:1][S:2][C:3]1[N:8]=[C:7]([N:9]2[CH2:14]C[CH2:12][N:11]3[C:15](=[O:25])[CH:16]=[C:17]([C:19]4[CH:24]=[CH:23][CH:22]=[CH:21][CH:20]=4)[CH:18]=[C:10]23)[CH:6]=[CH:5][N:4]=1.C1(C2C=C3NCCN3C(=O)C=2)C=CC=CC=1.CC(C)([O-])C.[Na+].C1C=CC(P(C2C(C3C(P(C4C=CC=CC=4)C4C=CC=CC=4)=CC=C4C=3C=CC=C4)=C3C(C=CC=C3)=CC=2)C2C=CC=CC=2)=CC=1.ClC1C=CN=C(SC)N=1>C1(C)C=CC=CC=1>[CH3:1][S:2][C:3]1[N:8]=[C:7]([N:9]2[C:10]3=[CH:18][C:17]([C:19]4[CH:20]=[CH:21][CH:22]=[CH:23][CH:24]=4)=[CH:16][C:15](=[O:25])[N:11]3[CH2:12][CH2:14]2)[CH:6]=[CH:5][N:4]=1 |f:2.3|. Procedure details: Following the procedure described for the synthesis of 1-(2-methylsulfanyl-pyrimidin -4-yl)-8-phenyl-1,2,3,4-tetrahydro-pyrido[1,2-a]pyrimidin-6-one, but using 7-phenyl-2,3-dihydro-1H-imidazo[1,2-a]pyridin-5-one (1 g, 4.7 mmol), sodium tert-butoxide (1.26 g, 13.16 mmol), BINAP (0.43 g, 0.7 mmol), Pd (OAc)2 (0.16 g, 0.7 mmol), toluene (20 mL) and 4-chloro-2-methylthiopyrimidine (0.66 mL, 0.56 mmol). The title compound was isolated as a yellow solid. MS m/e 337 (M+H)+.